From a dataset of the Open Reaction Database (ORD), a public repository of structured organic reaction records. describe an organic reaction: reactants, conditions, products, and yield Reactants: N1(CCCCC1)CC=1C=C(OCCCN)C=CC1 (3-(3-(Piperidinomethyl)phenoxy)propylamine), N1C(=S)NC(=S)C=C1 (dithiouracil), O (water). Solvent: N1=CC=CC=C1 (pyridine). Yields the product N1(CCCCC1)CC=1C=C(OCCCNC2=NC(NC=C2)=S)C=CC1 (4-[3-(3-(Piperidinomethyl)phenoxy)propylamino]-pyrimidin-2-thione). RXN SMILES: [N:1]1([CH2:7][C:8]2[CH:9]=[C:10]([CH:16]=[CH:17][CH:18]=2)[O:11][CH2:12][CH2:13][CH2:14][NH2:15])[CH2:6][CH2:5][CH2:4][CH2:3][CH2:2]1.[NH:19]1[CH:26]=[CH:25][C:23](=S)[NH:22][C:20]1=[S:21].O>N1C=CC=CC=1>[N:1]1([CH2:7][C:8]2[CH:9]=[C:10]([CH:16]=[CH:17][CH:18]=2)[O:11][CH2:12][CH2:13][CH2:14][NH:15][C:26]2[CH:25]=[CH:23][NH:22][C:20](=[S:21])[N:19]=2)[CH2:6][CH2:5][CH2:4][CH2:3][CH2:2]1. Procedure: 3-(3-(Piperidinomethyl)phenoxy)propylamine (11.0 g) and dithiouracil (5.8 g) were refluxed in pyridine (100 ml; dried over potassium hydroxide) for approximately 72 hours. The solution was cooled and evaporated under reduced pressure to afford a residue. This residue was treated with water, evaporated under reduced pressure, and azeotroped thoroughly with n-propanol in an effort to remove pyridine. To the resultant residue was added further n-propanol to give the title compound as a solid which ... The reactants are O=C([O-])[O-], BrC1CCCCC1, [Cu], [K+], [K+], CN(C)C=O, CCOC(=O)CCc1ccc(O)c(-c2cc(CCC(=O)OCC)ccc2O)c1. Product: CCOC(=O)CCc1ccc(O)c(-c2cc(CCC(=O)OCC)ccc2OC2CCCCC2)c1. As a reaction SMILES: [C:36](=[O:37])([O-:38])[O-:39].[CH:29]1([Br:35])[CH2:30][CH2:31][CH2:32][CH2:33][CH2:34]1.[Cu:42].[K+:40].[K+:41].[O:43]=[CH:44][N:45]([CH3:46])[CH3:47].[OH:1][c:2]1[c:3](-[c:15]2[c:16]([OH:28])[cH:17][cH:18][c:19]([CH2:21][CH2:22][C:23](=[O:24])[O:25][CH2:26][CH3:27])[cH:20]2)[cH:4][c:5]([CH2:8][CH2:9][C:10](=[O:11])[O:12][CH2:13][CH3:14])[cH:6][cH:7]1>>[O:1]([c:2]1[c:3](-[c:15]2[c:16]([OH:28])[cH:17][cH:18][c:19]([CH2:21][CH2:22][C:23](=[O:24])[O:25][CH2:26][CH3:27])[cH:20]2)[cH:4][c:5]([CH2:8][CH2:9][C:10](=[O:11])[O:12][CH2:13][CH3:14])[cH:6][cH:7]1)[CH:29]1[CH2:30][CH2:31][CH2:32][CH2:33][CH2:34]1. Starting materials: CC(C)(C)[Si](O[C@H]1[C@@H](O[C@@H]([C@H]1O[Si](C)(C)C(C)(C)C)CO[Si](C)(C)C(C)(C)C)N1C(=O)NC(=O)C=C1)(C)C (2',3',5'-tris-O-((1,1-dimethylethyl)dimethylsilyl)uridine), C(CCC)OC1=CC=C(C=O)C=C1 (4-butoxybenzaldehyde). Product: C(CCC)OC1=CC=C(C=C1)C(C=1C(NC(N([C@H]2[C@H](O[Si](C)(C)C(C)(C)C)[C@H](O[Si](C)(C)C(C)(C)C)[C@@H](CO[Si](C)(C)C(C)(C)C)O2)C1)=O)=O)O (5-((4-Butoxyphenyl)hydroxymethyl)-2',3',5'-tris-O-((1,1-dimethylethyl)dimethylsilyl)uridine). RXN SMILES: [CH3:1][C:2]([Si:5]([CH3:38])([CH3:37])[O:6][C@@H:7]1[C@H:11]([O:12][Si:13]([C:16]([CH3:19])([CH3:18])[CH3:17])([CH3:15])[CH3:14])[C@@H:10]([CH2:20][O:21][Si:22]([C:25]([CH3:28])([CH3:27])[CH3:26])([CH3:24])[CH3:23])[O:9][C@H:8]1[N:29]1[CH:36]=[CH:35][C:33](=[O:34])[NH:32][C:30]1=[O:31])([CH3:4])[CH3:3].[CH2:39]([O:43][C:44]1[CH:51]=[CH:50][C:47]([CH:48]=[O:49])=[CH:46][CH:45]=1)[CH2:40][CH2:41][CH3:42]>>[CH2:39]([O:43][C:44]1[CH:45]=[CH:46][C:47]([CH:48]([OH:49])[C:35]2[C:33](=[O:34])[NH:32][C:30](=[O:31])[N:29]([CH:36]=2)[C@@H:8]2[O:9][C@H:10]([CH2:20][O:21][Si:22]([C:25]([CH3:26])([CH3:27])[CH3:28])([CH3:23])[CH3:24])[C@@H:11]([O:12][Si:13]([C:16]([CH3:17])([CH3:18])[CH3:19])([CH3:14])[CH3:15])[C@H:7]2[O:6][Si:5]([C:2]([CH3:1])([CH3:3])[CH3:4])([CH3:38])[CH3:37])=[CH:50][CH:51]=1)[CH2:40][CH2:41][CH3:42]. Procedure details: 5-((4-Butoxyphenyl)hydroxymethyl)-2',3',5'-tris-O-((1,1-dimethylethyl)dimethylsilyl)uridine was prepared from 2',3',5'-tris-O-((1,1-dimethylethyl)dimethylsilyl)uridine according to the method of Example 1 step (i) (using 4-butoxybenzaldehyde instead of benzophenone) as a colourless foam. Reported procedure: To a solution of 4-O-benzyl-2-deoxy-2-C-hydroxymethyl-D-gluco-pyranose (1.41 g, 5.0 mmol) in methanol (15 ml), a solution of sodium periodate (5.35 g, 25.0 mmol) in water (50 ml) was added dropwise over 15 minutes. Further, methanol (25 ml) was added. The mixture was stirred at 45° C. for 3 hours. The precipitated iodate was filtered off, and the mixture was concentrated. By resolution of the residue in ethyl acetate/ethanol (1:1; 80 ml), more iodate was precipitated and filtered off. The mother... Run in CO (methanol), CO (methanol), O (water). The product is C(C1=CC=CC=C1)O[C@@H]([C@@H]([C@H](C=O)CO)O)C=O (4-O-Benzyl-2-deoxy-2-C-hydroxymethyl-D-xylo-pentodialdose). Reaction SMILES: [CH2:1]([O:8][C@@H:9]1[C@@H:15](CO)[O:14][CH:12]([OH:13])[C@H:11]([CH2:18][OH:19])[C@H:10]1[OH:20])[C:2]1[CH:7]=[CH:6][CH:5]=[CH:4][CH:3]=1.I([O-])(=O)(=O)=O.[Na+]>CO.O>[CH2:1]([O:8][C@H:9]([CH:15]=[O:14])[C@H:10]([OH:20])[C@@H:11]([CH2:18][OH:19])[CH:12]=[O:13])[C:2]1[CH:3]=[CH:4][CH:5]=[CH:6][CH:7]=1 |f:1.2|. Starting materials: material, C(C1=CC=CC=C1)O[C@H]1[C@@H]([C@H](C(O)O[C@@H]1CO)CO)O (4-O-benzyl-2-deoxy-2-C-hydroxymethyl-D-gluco-pyranose), I(=O)(=O)(=O)[O-].[Na+] (sodium periodate). Conditions: temperature 45 celsius, time 3 hour. Starting materials: [Mg] (magnesium), C(C)O[Ge](OCC)(OCC)OCC (tetraethoxygermane), BrC1=CC=2SC3=CC=CC=C3SC2C=C1 (2-bromothianthrene). Run in C1CCOC1 (THF). The product is C(C)O[Ge](C1=CC=2SC3=CC=CC=C3SC2C=C1)(OCC)OCC (2-(triethoxygermyl)-thianthrene). The yield is 25.6%. Reaction SMILES: [Mg].C(O[Ge:5]([O:12][CH2:13][CH3:14])([O:9][CH2:10][CH3:11])[O:6][CH2:7][CH3:8])C.Br[C:16]1[CH:29]=[CH:28][C:27]2[S:26][C:25]3[C:20](=[CH:21][CH:22]=[CH:23][CH:24]=3)[S:19][C:18]=2[CH:17]=1>C1COCC1>[CH2:13]([O:12][Ge:5]([O:6][CH2:7][CH3:8])([O:9][CH2:10][CH3:11])[C:16]1[CH:29]=[CH:28][C:27]2[S:26][C:25]3[C:20](=[CH:21][CH:22]=[CH:23][CH:24]=3)[S:19][C:18]=2[CH:17]=1)[CH3:14]. Reported procedure: A 3-neck 500 mL flask was filled with magnesium turnings (8 g), THF (100 g) and tetraethoxygermane (35 g), and heated to reflux. Crude 2-bromothianthrene (30 g) from Example 1 was added to the flask in small portions. Grignard started after a few minutes and kept refluxing by its own heat for ten minutes. The reaction was allowed to cool for 1 hour, after which magnesium salts were precipitated with heptanes (300 mL). The solution was filtered, followed by evaporation of volatiles by rotary evap... The reactants are CC(C)(C)OC(=O)N1CCN(c2ncc(-c3ccncc3)s2)CC1, CO, Cl. Product: Cl, c1cc(-c2cnc(N3CCNCC3)s2)ccn1. Reaction SMILES: [C:2]([O:3][C:4](=[O:5])[N:9]1[CH2:10][CH2:11][N:12]([c:15]2[s:16][c:17](-[c:20]3[cH:21][cH:22][n:23][cH:24][cH:25]3)[cH:18][n:19]2)[CH2:13][CH2:14]1)([CH3:6])([CH3:7])[CH3:8].[CH3:26][OH:27].[ClH:1]>>[ClH:1].[NH:9]1[CH2:10][CH2:11][N:12]([c:15]2[s:16][c:17](-[c:20]3[cH:21][cH:22][n:23][cH:24][cH:25]3)[cH:18][n:19]2)[CH2:13][CH2:14]1. Starting materials: CO (methanol), [N+](=O)([O-])C1=CC=C(C(=O)NC2=C(C(=O)O)C=CC(=C2)OC2=CC=CC=C2)C=C1 (2-(4-nitrobenzamido)-4-phenoxybenzoic acid). The reagents and catalysts are [C].[Pd] (palladium-carbon). Solvent: C(C)(=O)OCC (ethyl acetate). Conditions: temperature 40 celsius, time 8 hour. Product: NC1=CC=C(C(=O)NC2=C(C(=O)O)C=CC(=C2)OC2=CC=CC=C2)C=C1 (2-(4-aminobenzamido)-4-phenoxybenzoic acid). Isolated yield 108.6%. RXN SMILES: CO.[N+:3]([C:6]1[CH:30]=[CH:29][C:9]([C:10]([NH:12][C:13]2[CH:21]=[C:20]([O:22][C:23]3[CH:28]=[CH:27][CH:26]=[CH:25][CH:24]=3)[CH:19]=[CH:18][C:14]=2[C:15]([OH:17])=[O:16])=[O:11])=[CH:8][CH:7]=1)([O-])=O>[C].[Pd].C(OCC)(=O)C>[NH2:3][C:6]1[CH:7]=[CH:8][C:9]([C:10]([NH:12][C:13]2[CH:21]=[C:20]([O:22][C:23]3[CH:28]=[CH:27][CH:26]=[CH:25][CH:24]=3)[CH:19]=[CH:18][C:14]=2[C:15]([OH:17])=[O:16])=[O:11])=[CH:29][CH:30]=1 |f:2.3|. Procedure details: 3.0 mL of methanol, 2.0 mL of ethyl acetate and 4.0 mg of 5% palladium-carbon were added to 20 mg of 2-(4-nitrobenzamido)-4-phenoxybenzoic acid at room temperature and stirred under hydrogen atmosphere at 40° C. for 8 hours. Insoluble were removed by filtration, and the solvent was evaporated under reduced pressure to obtain 20 mg of 2-(4-aminobenzamido)-4-phenoxybenzoic acid as white solid. The reactants are CN(C)S(=O)(=O)Cl, CN(C)c1ccncc1, O=c1[nH]c2c3ocnc3c(F)c(F)c2n1-c1ccc(I)cc1F. Product: CN(C)S(=O)(=O)n1c(=O)n(-c2ccc(I)cc2F)c2c(F)c(F)c3ncoc3c21. Reaction SMILES: [CH3:24][N:25]([CH3:26])[S:27](=[O:28])(=[O:29])[Cl:30].[CH3:31][N:32]([c:33]1[cH:34][cH:35][n:36][cH:37][cH:38]1)[CH3:39].[F:1][c:2]1[c:3]([F:23])[c:4]2[c:5]([c:6]3[c:7]1[n:8][cH:9][o:10]3)[nH:11][c:12](=[O:22])[n:13]2-[c:14]1[c:15]([F:21])[cH:16][c:17]([I:20])[cH:18][cH:19]1>>[F:1][c:2]1[c:3]([F:23])[c:4]2[c:5]([c:6]3[c:7]1[n:8][cH:9][o:10]3)[n:11]([S:27]([N:25]([CH3:24])[CH3:26])(=[O:28])=[O:29])[c:12](=[O:22])[n:13]2-[c:14]1[c:15]([F:21])[cH:16][c:17]([I:20])[cH:18][cH:19]1. Reactants: Cc1ccccc1, O=C(Cl)c1ccc([N+](=O)[O-])cc1, COc1cc2c(cc1OC)C1CC(N)CCN1CC2, [Na+], [OH-]. Yields the product Cl, COc1cc2c(cc1OC)C1CC(NC(=O)c3ccc([N+](=O)[O-])cc3)CCN1CC2. Reaction SMILES: [CH3:34][c:35]1[cH:36][cH:37][cH:38][cH:39][cH:40]1.[N+:22](=[O:23])([O-:24])[c:25]1[cH:26][cH:27][c:28]([C:29](=[O:30])[Cl:31])[cH:32][cH:33]1.[NH2:1][CH:2]1[CH2:3][CH2:4][N:5]2[CH2:6][CH2:7][c:8]3[c:9]([cH:12][c:13]([O:18][CH3:19])[c:14]([O:16][CH3:17])[cH:15]3)[CH:10]2[CH2:11]1.[Na+:21].[OH-:20]>>[ClH:31].[NH:1]([CH:2]1[CH2:3][CH2:4][N:5]2[CH2:6][CH2:7][c:8]3[c:9]([cH:12][c:13]([O:18][CH3:19])[c:14]([O:16][CH3:17])[cH:15]3)[CH:10]2[CH2:11]1)[C:29]([c:28]1[cH:27][cH:26][c:25]([N+:22](=[O:23])[O-:24])[cH:33][cH:32]1)=[O:30]. Reactants: O=C(Cl)OCC1c2ccccc2-c2ccccc21, CNc1nccc(-c2cc(NC3CCNCC3)c3cc(OC)ccc3c2)n1, CN(C)C=O, CCN(C(C)C)C(C)C, C1CCOC1. The product is CNc1nccc(-c2cc(NC3CCN(C(=O)OCC4c5ccccc5-c5ccccc54)CC3)c3cc(OC)ccc3c2)n1. Reaction SMILES: [C:42]([O:43][CH2:44][CH:45]1[c:46]2[cH:47][cH:48][cH:49][cH:50][c:51]2-[c:52]2[cH:53][cH:54][cH:55][cH:56][c:57]21)(=[O:58])[Cl:59].[CH3:1][O:2][c:3]1[cH:4][c:5]2[c:6]([NH:21][CH:22]3[CH2:23][CH2:24][NH:25][CH2:26][CH2:27]3)[cH:7][c:8](-[c:13]3[n:14][c:15]([NH:19][CH3:20])[n:16][cH:17][cH:18]3)[cH:9][c:10]2[cH:11][cH:12]1.[CH3:37][N:38]([CH3:39])[CH:40]=[O:41].[CH:28]([N:29]([CH2:30][CH3:31])[CH:32]([CH3:33])[CH3:34])([CH3:35])[CH3:36].[O:60]1[CH2:61][CH2:62][CH2:63][CH2:64]1>>[CH3:1][O:2][c:3]1[cH:4][c:5]2[c:6]([NH:21][CH:22]3[CH2:23][CH2:24][N:25]([C:42]([O:43][CH2:44][CH:45]4[c:46]5[cH:47][cH:48][cH:49][cH:50][c:51]5-[c:52]5[cH:53][cH:54][cH:55][cH:56][c:57]54)=[O:58])[CH2:26][CH2:27]3)[cH:7][c:8](-[c:13]3[n:14][c:15]([NH:19][CH3:20])[n:16][cH:17][cH:18]3)[cH:9][c:10]2[cH:11][cH:12]1.